From a dataset of the Open Reaction Database (ORD), a public repository of structured organic reaction records. describe an organic reaction: reactants, conditions, products, and yield Starting materials: BrCc1ccccc1, Cc1[nH]c2ccc(Br)cc2c1Cc1ccccc1, CN(C)C=O. Yields the product Cc1c(Cc2ccccc2)c2cc(Br)ccc2n1Cc1ccccc1. RXN SMILES: [Br:19][CH2:20][c:21]1[cH:22][cH:23][cH:24][cH:25][cH:26]1.[CH2:1]([c:2]1[cH:3][cH:4][cH:5][cH:6][cH:7]1)[c:8]1[c:9]([CH3:18])[nH:10][c:11]2[cH:12][cH:13][c:14]([Br:17])[cH:15][c:16]12.[O:27]=[CH:28][N:29]([CH3:30])[CH3:31]>>[CH2:1]([c:2]1[cH:3][cH:4][cH:5][cH:6][cH:7]1)[c:8]1[c:9]([CH3:18])[n:10]([CH2:20][c:21]2[cH:22][cH:23][cH:24][cH:25][cH:26]2)[c:11]2[cH:12][cH:13][c:14]([Br:17])[cH:15][c:16]12. Reactants: CCCCC(C)(C)C(=O)O, CCN(C(C)C)C(C)C, ClCCl, CC(C)C(COCc1ccccc1)CC(NC(=O)OC(C)(C)C)C(O)CN, On1nnc2ccccc21. RXN SMILES: [CH3:28][C:29]([C:30](=[O:31])[OH:32])([CH2:33][CH2:34][CH2:35][CH3:36])[CH3:37].[CH:48]([N:49]([CH2:50][CH3:51])[CH:52]([CH3:53])[CH3:54])([CH3:55])[CH3:56].[Cl:57][CH2:58][Cl:59].[NH2:1][CH2:2][CH:3]([CH:4]([CH2:5][CH:6]([CH:7]([CH3:8])[CH3:9])[CH2:10][O:11][CH2:12][c:13]1[cH:14][cH:15][cH:16][cH:17][cH:18]1)[NH:19][C:20]([O:21][C:22]([CH3:23])([CH3:24])[CH3:25])=[O:26])[OH:27].[OH:38][n:39]1[c:40]2[c:41]([cH:42][cH:43][cH:44][cH:45]2)[n:46][n:47]1>>[NH:1]([CH2:2][CH:3]([CH:4]([CH2:5][CH:6]([CH:7]([CH3:8])[CH3:9])[CH2:10][O:11][CH2:12][c:13]1[cH:14][cH:15][cH:16][cH:17][cH:18]1)[NH:19][C:20]([O:21][C:22]([CH3:23])([CH3:24])[CH3:25])=[O:26])[OH:27])[C:30]([C:29]([CH3:28])([CH2:33][CH2:34][CH2:35][CH3:36])[CH3:37])=[O:31]. Product: CCCCC(C)(C)C(=O)NCC(O)C(CC(COCc1ccccc1)C(C)C)NC(=O)OC(C)(C)C. Starting materials: C1CCOC1, O=Cc1cccc([O-])c1, Clc1cccc(OCCCCCBr)c1, [H-], I, [Mg], [Na+], [Na+], [Na], O=Cc1cccc(O)c1. Yields the product Oc1cccc(C(O)CCCCCOc2cccc(Cl)c2)c1. As a reaction SMILES: [CH2:39]1[O:40][CH2:41][CH2:42][CH2:43]1.[CH:28]([c:29]1[cH:30][c:31]([O-:35])[cH:32][cH:33][cH:34]1)=[O:36].[Cl:3][c:4]1[cH:5][c:6]([O:7][CH2:8][CH2:9][CH2:10][CH2:11][CH2:12][Br:13])[cH:14][cH:15][cH:16]1.[H-:26].[I:2].[Mg:1].[Na+:27].[Na+:37].[Na:38].[OH:17][c:18]1[cH:19][c:20]([CH:21]=[O:22])[cH:23][cH:24][cH:25]1>>[Cl:3][c:4]1[cH:5][c:6]([O:7][CH2:8][CH2:9][CH2:10][CH2:11][CH2:12][CH:21]([c:20]2[cH:19][c:18]([OH:17])[cH:25][cH:24][cH:23]2)[OH:22])[cH:14][cH:15][cH:16]1. Starting materials: C1(CC1)N1C2=C(NC(C3=C1N=CC=C3)=O)C(=CC=N2)C (11-cyclopropyl-5,11-dihydro-4-methyl-6H-dipyrido[3,2-b:2',3'-e][1,4]diazepin-6-one), [H-].[Na+] (NaH), C(C1=CC=CC=C1)=O (Benzaldehyde), C(C)(C)[N-]C(C)C.[Li+] (Lithium diisopropylamide). Run in O1CCCC1 (tetrahydrofuran). Run at time 30 minute. Yields the product C1(CC1)N1C2=C(NC(C3=C1N=CC=C3)=O)C(=CC=N2)CC(=O)C2=CC=CC=C2 (11-Cyclopropyl-5,11-dihydro-4-phenacyl-6H-dipyrido[3,2-b:2',3'-e][1,4]diazepin-6-one). Isolated yield 7.2%. As a reaction SMILES: [CH:1]1([N:4]2[C:10]3[N:11]=[CH:12][CH:13]=[CH:14][C:9]=3[C:8](=[O:15])[NH:7][C:6]3[C:16]([CH3:20])=[CH:17][CH:18]=[N:19][C:5]2=3)[CH2:3][CH2:2]1.[H-].[Na+].C([N-]C(C)C)(C)C.[Li+].[CH:31](=[O:38])[C:32]1[CH:37]=[CH:36][CH:35]=[CH:34][CH:33]=1>O1CCCC1>[CH:1]1([N:4]2[C:10]3[N:11]=[CH:12][CH:13]=[CH:14][C:9]=3[C:8](=[O:15])[NH:7][C:6]3[C:16]([CH2:20][C:31]([C:32]4[CH:37]=[CH:36][CH:35]=[CH:34][CH:33]=4)=[O:38])=[CH:17][CH:18]=[N:19][C:5]2=3)[CH2:3][CH2:2]1 |f:1.2,3.4|. Procedure: To a solution of 11-cyclopropyl-5,11-dihydro-4-methyl-6H-dipyrido[3,2-b:2',3'-e][1,4]diazepin-6-one (1.0 g) in tetrahydrofuran (25 m L) was added NaH (80% in oil, 0.12 g). The mixture was stirred at room temperature for 30 min. and then cooled to -78° C. Lithium diisopropylamide (1.5 M in cyclohexane, 6.6 mL) was added and the mixture was stirred for an additional 45 min. Benzaldehyde (0.53 g) was added, the mixture was stirred at -65° C. for 1 hour and then allowed to warm to room temperature. ... The reactants are C(C)(C)(C)OC(NC1(COC(OC1)(C)C)CN1CCC2=CC(=CC=C12)C1=NOC(=N1)C1=CC(=C(C=C1)OCCCC)Cl)=O (tert-Butyl-5-((5-(5-(4-butoxy-3-chlorophenyl)-1,2,4-oxadiazol-3-yl)indolin-1-yl)methyl)-2,2-dimethyl-1,3-dioxan-5-ylcarbamate), C(C)OC=1C=C(C=CC1OCC)C1=NC(=NO1)C1=C2CCN(C2=CC=C1)CC1(COC(OC1)(C)C)NC(OC(C)(C)C)=O (tert-butyl 5-((4-(5-(3,4-diethoxyphenyl)-1,2,4-oxadiazol-3-yl)indolin-1-yl)methyl)-2,2-dimethyl-1,3-dioxan-5-ylcarbamate). Yields the product NC(CO)(CO)CN1CCC2=CC(=CC=C12)C1=NOC(=N1)C1=CC(=C(C=C1)OCCCC)Cl (2-Amino-2-((5-(5-(4-butoxy-3-chlorophenyl)-1,2,4-oxadiazol-3-yl)indolin-1-yl)methyl)propane-1,3-diol). Yield: 52.0%. As a reaction SMILES: C(OC(=O)[NH:7][C:8]1([CH2:16][N:17]2[C:25]3[C:20](=[CH:21][C:22]([C:26]4[N:30]=[C:29]([C:31]5[CH:36]=[CH:35][C:34]([O:37][CH2:38][CH2:39][CH2:40][CH3:41])=[C:33]([Cl:42])[CH:32]=5)[O:28][N:27]=4)=[CH:23][CH:24]=3)[CH2:19][CH2:18]2)[CH2:13][O:12]C(C)(C)[O:10][CH2:9]1)(C)(C)C.C(OC1C=C(C2ON=C(C3C=CC=C4C=3CCN4CC3(NC(=O)OC(C)(C)C)COC(C)(C)OC3)N=2)C=CC=1OCC)C>>[NH2:7][C:8]([CH2:16][N:17]1[C:25]2[C:20](=[CH:21][C:22]([C:26]3[N:30]=[C:29]([C:31]4[CH:36]=[CH:35][C:34]([O:37][CH2:38][CH2:39][CH2:40][CH3:41])=[C:33]([Cl:42])[CH:32]=4)[O:28][N:27]=3)=[CH:23][CH:24]=2)[CH2:19][CH2:18]1)([CH2:9][OH:10])[CH2:13][OH:12]. Procedure: When the product of Step E was substituted for tert-butyl 5-((4-(5-(3,4-diethoxyphenyl)-1,2,4-oxadiazol-3-yl)indolin-1-yl)methyl)-2,2-dimethyl-1,3-dioxan-5-ylcarbamate in Example 34, Step E, the identical process afforded the title compound in 52% yield. 1H-NMR (DMSO-d6) 0.92 (tr, 3H, J=7.47 Hz); 1.07-1.48 (m, 2H); 1.71-1.76 (m, 2H); 2.98 (s, 2H); 3.22-3.56 (m, 8H); 4.17 (tr, 2H, J=6.36 Hz); 4.62 (m, 2H); 6.76 (d, 1H, J=7.74 Hz); 7.13 (tr, 1H, J=7.83 Hz); 7.24 (d, 1H, J=7.17 Hz); 7.37 (d, 1H, J=... The reactants are C([O-])([O-])=O.[K+].[K+] (potassium carbonate), [OH-].[Na+] (NaOH), ClC1=CC=C(C=C1)CCCCN (p-chlorophenylbutylamine), C(C)#N (acetonitrile), [BH4-].[Na+] (sodium borohydride), C(C)#N (acetonitrile). The solvent is O (water). Run at time 1 hour. The product is CC1CC2=C(O1)C=CC(=C2)C(C(C)NCCCCC2=CC=C(C=C2)Cl)O (2-methyl-2,3-dihydro-5-benzo[b]furanyl-2-[4-(p-chlorophenyl)butylamino]-1-propanol). Isolated yield 31.0%. As a reaction SMILES: [Cl:1][C:2]1[CH:7]=[CH:6][C:5]([CH2:8][CH2:9][CH2:10][CH2:11][NH2:12])=[CH:4][CH:3]=1.[C:13](=[O:16])([O-])[O-].[K+].[K+].[BH4-].[Na+].[OH-:21].[Na+].[C:23](#N)[CH3:24]>O>[CH3:10][CH:9]1[O:21][C:4]2[CH:3]=[CH:2][C:7]([CH:13]([OH:16])[CH:23]([NH:12][CH2:11][CH2:10][CH2:9][CH2:8][C:5]3[CH:4]=[CH:3][C:2]([Cl:1])=[CH:7][CH:6]=3)[CH3:24])=[CH:6][C:5]=2[CH2:8]1 |f:1.2.3,4.5,6.7|. Procedure: A solution of 8.2 gr. (45 moles) of p-chlorophenylbutylamine in 100 ml of acetonitrile is stirred and refluxed. 12.4 gr. (90 mmoles) of potassium carbonate are added thereto, then over one hour a solution of 12 gr. (45 mmoles) of the preceding brominated cetone in 80 ml of acetonitrile. After the end of the addition, reflux is maintained for 1.5 hour. To the medium at room temperature, a solution of 1.8 gr. (48 mmoles) of sodium borohydride in 10 ml of water basified with a drop of 40% aqueus Na...